This data is from the Open Reaction Database (ORD), a public repository of structured organic reaction records. The task is: describe an organic reaction: reactants, conditions, products, and yield Reactants: CCOC(=O)C(=O)c1ccc(N)cc1, CCO, O=[N+]([O-])c1cccnc1Cl, Cl, C1COCCO1. Product: CCOC(=O)C(=O)c1ccc(Nc2ncccc2[N+](=O)[O-])cc1. As a reaction SMILES: [CH2:1]([CH3:2])[O:3][C:4]([C:5](=[O:6])[c:7]1[cH:8][cH:9][c:10]([NH2:13])[cH:11][cH:12]1)=[O:14].[CH3:26][CH2:27][OH:28].[Cl:15][c:16]1[n:17][cH:18][cH:19][cH:20][c:21]1[N+:22](=[O:23])[O-:24].[ClH:25].[O:29]1[CH2:30][CH2:31][O:32][CH2:33][CH2:34]1>>[CH2:1]([CH3:2])[O:3][C:4]([C:5](=[O:6])[c:7]1[cH:8][cH:9][c:10]([NH:13][c:16]2[n:17][cH:18][cH:19][cH:20][c:21]2[N+:22](=[O:23])[O-:24])[cH:11][cH:12]1)=[O:14].